From a dataset of the Open Reaction Database (ORD), a public repository of structured organic reaction records. describe an organic reaction: reactants, conditions, products, and yield Procedure: As depicted in Scheme 2 the known compound, for example 4-((hydroxyimino)methyl)benzene-1,3-diol (B), was cyclized with phosphorus oxychloride in acetonitrile, affording the corresponding 2-methylbenzoxazol-6-ol (B1). Reaction SMILES: ON=C[C:4]1[CH:9]=[CH:8][C:7]([OH:10])=[CH:6][C:5]=1[OH:11].P(Cl)(Cl)(Cl)=O.[C:17](#[N:19])[CH3:18]>>[CH3:18][C:17]1[O:11][C:5]2[CH:6]=[C:7]([OH:10])[CH:8]=[CH:9][C:4]=2[N:19]=1. Yields the product CC=1OC2=C(N1)C=CC(=C2)O (2-methylbenzoxazol-6-ol). The reactants are ON=CC1=C(C=C(C=C1)O)O (4-((hydroxyimino)methyl)benzene-1,3-diol), P(=O)(Cl)(Cl)Cl (phosphorus oxychloride), C(C)#N (acetonitrile). Reactants: BrCCCC(C(=O)OCC)(C1=CC(=C(C=C1)OC)OC)C#N (Ethyl 5-bromo-2-cyano-2-(3,4-dimethoxyphenyl)pentanoate), CNCCC=1C=C(C(=O)OC)C=CC1 (Methyl 3-(2-(methylamino)ethyl)benzoate). The product is C(#N)C(CCCN(CCC=1C=C(C(=O)OC)C=CC1)C)(C(=O)OCC)C1=CC(=C(C=C1)OC)OC (Methyl 3-(2-((4-cyano-4-(3,4-dim ethoxyphenyl)-5-ethoxy-5-oxopentyl)(methyl)amino)ethyl)benzoate). RXN SMILES: Br[CH2:2][CH2:3][CH2:4][C:5]([C:21]#[N:22])([C:11]1[CH:16]=[CH:15][C:14]([O:17][CH3:18])=[C:13]([O:19][CH3:20])[CH:12]=1)[C:6]([O:8][CH2:9][CH3:10])=[O:7].[CH3:23][NH:24][CH2:25][CH2:26][C:27]1[CH:28]=[C:29]([CH:34]=[CH:35][CH:36]=1)[C:30]([O:32][CH3:33])=[O:31]>>[C:21]([C:5]([C:11]1[CH:16]=[CH:15][C:14]([O:17][CH3:18])=[C:13]([O:19][CH3:20])[CH:12]=1)([C:6]([O:8][CH2:9][CH3:10])=[O:7])[CH2:4][CH2:3][CH2:2][N:24]([CH3:23])[CH2:25][CH2:26][C:27]1[CH:28]=[C:29]([CH:34]=[CH:35][CH:36]=1)[C:30]([O:32][CH3:33])=[O:31])#[N:22]. Procedure: Reaction of 1c with 2d produced 3u. MS found M+H=483. The oxalate salt of 3u was recrystallized from ethyl acetate; mp 89-91° C. Reactants: ClC1=CC=C(C=C1)C1SCC(C1)=NO (2-(4-chlorophenyl)-4-oxotetrahydrothiophene oxime), Cl (HCl). Run in CO (methanol). The product is Cl.NC1=CSC(=C1)C1=CC=C(C=C1)Cl (3-amino-5-(4-chlorophenyl)thiophene hydrochloric acid salt). Reaction SMILES: [Cl:1][C:2]1[CH:7]=[CH:6][C:5]([CH:8]2[CH2:12][C:11](=[N:13]O)[CH2:10][S:9]2)=[CH:4][CH:3]=1.Cl>CO>[ClH:1].[NH2:13][C:11]1[CH:12]=[C:8]([C:5]2[CH:4]=[CH:3][C:2]([Cl:1])=[CH:7][CH:6]=2)[S:9][CH:10]=1 |f:3.4|. Procedure: Following the procedure of Example 12, the above oxime (6.14 g, 27.0 mmol) is reacted with HCl and methanol to give 3-amino-5-(4-chlorophenyl)thiophene hydrochloric acid salt. The reactants are C1CCOC1, C=CCn1cnc2c1c(=O)n(C)c(=O)n2CCCCC, C[Si](C)(C)[N-][Si](C)(C)C, [Li+], CN(C)C=O. Product: C=CCn1c(C=O)nc2c1c(=O)n(C)c(=O)n2CCCCC. Reaction SMILES: [CH2:36]1[O:37][CH2:38][CH2:39][CH2:40]1.[CH3:1][n:2]1[c:3](=[O:20])[n:4]([CH2:15][CH2:16][CH2:17][CH2:18][CH3:19])[c:5]2[n:6][cH:7][n:8]([CH2:12][CH:13]=[CH2:14])[c:9]2[c:10]1=[O:11].[CH3:22][Si:23]([N-:24][Si:25]([CH3:26])([CH3:27])[CH3:28])([CH3:29])[CH3:30].[Li+:21].[O:31]=[CH:32][N:33]([CH3:34])[CH3:35]>>[CH3:1][n:2]1[c:3](=[O:20])[n:4]([CH2:15][CH2:16][CH2:17][CH2:18][CH3:19])[c:5]2[n:6][c:7]([CH:32]=[O:31])[n:8]([CH2:12][CH:13]=[CH2:14])[c:9]2[c:10]1=[O:11]. The reactants are ClCCl, O=C(O)C(F)(F)F, CC(C)(C)OC(=O)c1ccc(N2CC(CN=[N+]=[N-])OC2=O)cc1F. The product is [N-]=[N+]=NCC1CN(c2ccc(C(=O)O)c(F)c2)C(=O)O1. RXN SMILES: [Cl:32][CH2:33][Cl:34].[F:1][C:2]([F:3])([F:4])[C:5]([OH:6])=[O:7].[N:8](=[N+:9]=[N-:10])[CH2:11][CH:12]1[CH2:13][N:14]([c:18]2[cH:19][c:20]([F:31])[c:21]([C:24](=[O:25])[O:26][C:27]([CH3:28])([CH3:29])[CH3:30])[cH:22][cH:23]2)[C:15](=[O:17])[O:16]1>>[N:8](=[N+:9]=[N-:10])[CH2:11][CH:12]1[CH2:13][N:14]([c:18]2[cH:19][c:20]([F:31])[c:21]([C:24](=[O:25])[OH:26])[cH:22][cH:23]2)[C:15](=[O:17])[O:16]1. The product is Cl.Cl.Cl.NC(C(=O)OCC)CN1CCN(CC1)C=1C2=C(NC3=C(N1)C=CC=C3)SC(=C2)C (2-Amino-3-[4-(2-methyl-10H-thieno[2,3-b][1,5]-benzo diazepine-4-yl)piperazin-1-yl]propionic acid, ethyl ester trihydrochloride salt). The reactants are C(=O)(OC(C)(C)C)NC(C(=O)OCC)CN1CCN(CC1)C=1C2=C(NC3=C(N1)C=CC=C3)SC(=C2)C (2-(N-Boc)amino-3-[4-(2-methyl-10H-thieno[2,3-b][1,5]benzodiazepin-4-yl)-piperazin-1-yl]-propionic acid, ethyl ester), Cl.C(C)O (HCl ethanol). Procedure details: A mixture of 2-(N-Boc)amino-3-[4-(2-methyl-10H-thieno[2,3-b][1,5]benzodiazepin-4-yl)-piperazin-1-yl]-propionic acid, ethyl ester, H, (50 mg, 0.096 mmole) and HCl/ethanol (1.25 M, 2 ml) was stirred overnight at room temperature. The solvent was evaporated, the residue was diluted with water and washed with diethylether. The aqueous solution was lyophilized. Yield of Compound 2—30 mg (60%). As a reaction SMILES: C([NH:8][CH:9]([CH2:15][N:16]1[CH2:21][CH2:20][N:19]([C:22]2[C:23]3[CH:35]=[C:34]([CH3:36])[S:33][C:24]=3[NH:25][C:26]3[CH:32]=[CH:31][CH:30]=[CH:29][C:27]=3[N:28]=2)[CH2:18][CH2:17]1)[C:10]([O:12][CH2:13][CH3:14])=[O:11])(OC(C)(C)C)=O.[ClH:37].C(O)C>>[ClH:37].[ClH:37].[ClH:37].[NH2:8][CH:9]([CH2:15][N:16]1[CH2:17][CH2:18][N:19]([C:22]2[C:23]3[CH:35]=[C:34]([CH3:36])[S:33][C:24]=3[NH:25][C:26]3[CH:32]=[CH:31][CH:30]=[CH:29][C:27]=3[N:28]=2)[CH2:20][CH2:21]1)[C:10]([O:12][CH2:13][CH3:14])=[O:11] |f:1.2,3.4.5.6|. Run at time 8 hour. Run in N1=CC=CC=C1 (pyridine). Reactants: OCC1C(CC(C2C1OC(O2)(C)C)OC(C)OCC)=CC(=O)OCC (ethyl (2-hydroxymethyl-3,4-(dimethylmethylenedioxy)-5-(1-ethoxyethoxy)cyclohexylidene)acetate), CS(=O)(=O)Cl (methanesulfonyl chloride). Yields the product C=C1C(CC(C2C1OC(O2)(C)C)OC(C)OCC)=CC(=O)OCC (ethyl (2-methylene-3,4-(dimethylmethylenedioxy)-5-(1-ethoxyethoxy)cyclohexylidene)acetate). Run at time 8 hour. As a reaction SMILES: O[CH2:2][CH:3]1[CH:8]2[O:9][C:10]([CH3:13])([CH3:12])[O:11][CH:7]2[CH:6]([O:14][CH:15]([O:17][CH2:18][CH3:19])[CH3:16])[CH2:5][C:4]1=[CH:20][C:21]([O:23][CH2:24][CH3:25])=[O:22].CS(Cl)(=O)=O>N1C=CC=CC=1>[CH2:2]=[C:3]1[CH:8]2[O:9][C:10]([CH3:13])([CH3:12])[O:11][CH:7]2[CH:6]([O:14][CH:15]([O:17][CH2:18][CH3:19])[CH3:16])[CH2:5][C:4]1=[CH:20][C:21]([O:23][CH2:24][CH3:25])=[O:22]. Procedure details: The obtained ethyl (2-hydroxymethyl-3,4-(dimethylmethylenedioxy)-5-(1-ethoxyethoxy)cyclohexylidene)acetate was dissolved in 5 ml of pyridine, and 0.12 g of methanesulfonyl chloride was added, followed by stirring the mixture overnight at room temperature. The reaction liquid was concentrated under reduced pressure, diluted with diethyl ether, washed with a saturated sodium hydrogen carbonate aqueous solution and a saturated sodium chloride aqueous solution in sequence, dried over anhydrous magne...